From a dataset of the Open Reaction Database (ORD), a public repository of structured organic reaction records. describe an organic reaction: reactants, conditions, products, and yield The reactants are CCN(C)C=O, ClCCl, Cc1nc(Oc2ccc(Cl)c(C(F)(F)F)c2)c(C#C[Si](C)(C)C)cc1N, [Na+], [OH-]. The product is CCN(C)C=Nc1cc(C#C[Si](C)(C)C)c(Oc2ccc(Cl)c(C(F)(F)F)c2)nc1C. RXN SMILES: [CH2:1]([CH3:2])[N:3]([CH:4]=[O:5])[CH3:6].[Cl:35][CH2:36][Cl:37].[Cl:7][c:8]1[c:9]([C:29]([F:30])([F:31])[F:32])[cH:10][c:11]([O:12][c:13]2[c:14]([C:21]#[C:22][Si:23]([CH3:24])([CH3:25])[CH3:26])[cH:15][c:16]([NH2:20])[c:17]([CH3:19])[n:18]2)[cH:27][cH:28]1.[Na+:34].[OH-:33]>>[CH2:1]([CH3:2])[N:3]([CH:4]=[N:20][c:16]1[cH:15][c:14]([C:21]#[C:22][Si:23]([CH3:24])([CH3:25])[CH3:26])[c:13]([O:12][c:11]2[cH:10][c:9]([C:29]([F:30])([F:31])[F:32])[c:8]([Cl:7])[cH:28][cH:27]2)[n:18][c:17]1[CH3:19])[CH3:6]. The reactants are NC(CO)(CO)CC (2-amino-2-ethyl-1,3-propanediol), initial reactants, C(C)(=O)O (acetic acid). The product is CC=1OCC(N1)(CO)CC (2-methyl-4-ethyl-4-hydroxymethyl-2-oxazoline). Reaction SMILES: [NH2:1][C:2]([CH2:7][CH3:8])([CH2:5][OH:6])[CH2:3][OH:4].[C:9](O)(=O)[CH3:10]>>[CH3:9][C:10]1[O:4][CH2:3][C:2]([CH2:7][CH3:8])([CH2:5][OH:6])[N:1]=1. Reported procedure: The procedure described in Example 1 is repeated in all essential details with the exception that 2-amino-2-ethyl-1,3-propanediol and acetic acid are the initial reactants in a 1:1 molar ratio. These compounds are combined using the method of Purcell, U.S. Pat. No. 3,336,145 to form 2-methyl-4-ethyl-4-hydroxymethyl-2-oxazoline. Reactants: Cc1ccc(S(=O)(=O)n2ncc3c(C#N)cc(Br)cc32)cc1, C1COCCO1, CC1(C)OB(c2cccc3[nH]ccc23)OC1(C)C, O. The product is Cc1ccc(S(=O)(=O)n2ncc3c(C#N)cc(-c4cccc5[nH]ccc45)cc32)cc1. As a reaction SMILES: [Br:1][c:2]1[cH:3][c:4]([C:21]#[N:22])[c:5]2[cH:6][n:7][n:8]([S:11](=[O:12])(=[O:13])[c:14]3[cH:15][cH:16][c:17]([CH3:20])[cH:18][cH:19]3)[c:9]2[cH:10]1.[CH2:42]1[O:43][CH2:44][CH2:45][O:46][CH2:47]1.[CH3:23][C:24]1([CH3:25])[C:26]([CH3:27])([CH3:28])[O:29][B:30]([c:31]2[c:32]3[cH:33][cH:34][nH:35][c:36]3[cH:37][cH:38][cH:39]2)[O:40]1.[OH2:41]>>[c:2]1(-[c:31]2[c:32]3[cH:33][cH:34][nH:35][c:36]3[cH:37][cH:38][cH:39]2)[cH:3][c:4]([C:21]#[N:22])[c:5]2[cH:6][n:7][n:8]([S:11](=[O:12])(=[O:13])[c:14]3[cH:15][cH:16][c:17]([CH3:20])[cH:18][cH:19]3)[c:9]2[cH:10]1. Reactants: CC(C)(C)N=C=O, [H-], CCN(CC)CCCNc1ncc2cc(-c3c(Cl)cccc3Cl)c(N)nc2n1, [Na+], CN(C)C=O, O. Yields the product CCN(CC)CCCNc1ncc2cc(-c3c(Cl)cccc3Cl)c(NC(=O)NC(C)(C)C)nc2n1. Reaction SMILES: [C:31]([CH3:32])([CH3:33])([CH3:34])[N:35]=[C:36]=[O:37].[H-:29].[NH2:1][c:2]1[c:3](-[c:21]2[c:22]([Cl:28])[cH:23][cH:24][cH:25][c:26]2[Cl:27])[cH:4][c:5]2[c:6]([n:7][c:8]([NH:11][CH2:12][CH2:13][CH2:14][N:15]([CH2:16][CH3:17])[CH2:18][CH3:19])[n:9][cH:10]2)[n:20]1.[Na+:30].[O:38]=[CH:39][N:40]([CH3:41])[CH3:42].[OH2:43]>>[NH:1]([c:2]1[c:3](-[c:21]2[c:22]([Cl:28])[cH:23][cH:24][cH:25][c:26]2[Cl:27])[cH:4][c:5]2[c:6]([n:7][c:8]([NH:11][CH2:12][CH2:13][CH2:14][N:15]([CH2:16][CH3:17])[CH2:18][CH3:19])[n:9][cH:10]2)[n:20]1)[C:36]([NH:35][C:31]([CH3:32])([CH3:33])[CH3:34])=[O:37]. Isolated yield 69.7%. Procedure details: A solution of benzyloxycarbonyl-serine pentachlorophenyl ester (Z-Ser-OPcp, 19.5 g, 40 mmol) in distilled DMF (100 ml) is added at 0°-5° C. to a stirred solution of H-Leu-OBut (7.5 g, 40 mmol) and HOBt (100 mg) in distilled DMF. The solution is kept at 0° C. for two days and then evaporated to dryness under reduced pressure. The residue is subjected to chromatography on silica gel (1300 g) using hexane-ethyl acetate (1:3) as the eluant. The pure fractions are pooled and evaporated to dryness to ... The reagents and catalysts are C=1C=CC2=C(C1)N=NN2O (HOBt). The product is C(C1=CC=CC=C1)OC(=O)N[C@@H](CO)C(=O)N[C@@H](CC(C)C)C(=O)OC(C)(C)C (Benzyloxycarbonyl-seryl-leucine, tert-Butyl Ester). As a reaction SMILES: ClC1C(O[C:9](=[O:24])[C@H:10]([CH2:22][OH:23])[NH:11][C:12]([O:14][CH2:15][C:16]2[CH:21]=[CH:20][CH:19]=[CH:18][CH:17]=2)=[O:13])=C(Cl)C(Cl)=C(Cl)C=1Cl.[NH2:29][C@H:30]([C:35]([O:37][C:38]([CH3:41])([CH3:40])[CH3:39])=[O:36])[CH2:31][CH:32]([CH3:34])[CH3:33]>CN(C=O)C.C1C=CC2N(O)N=NC=2C=1>[CH2:15]([O:14][C:12]([NH:11][C@H:10]([C:9]([NH:29][C@H:30]([C:35]([O:37][C:38]([CH3:40])([CH3:39])[CH3:41])=[O:36])[CH2:31][CH:32]([CH3:34])[CH3:33])=[O:24])[CH2:22][OH:23])=[O:13])[C:16]1[CH:17]=[CH:18][CH:19]=[CH:20][CH:21]=1. The solvent is CN(C)C=O (DMF), CN(C)C=O (DMF). The reactants are ClC1=C(C(=C(C(=C1OC([C@@H](NC(=O)OCC1=CC=CC=C1)CO)=O)Cl)Cl)Cl)Cl (benzyloxycarbonyl-serine pentachlorophenyl ester), N[C@@H](CC(C)C)C(=O)OC(C)(C)C (H-Leu-OBut). Reaction conditions: time 2 day. Reactants: C(C1=CC=CC=C1)N1C=C(C2=CC=CC=C12)C=CC=CC(=O)OCC (ethyl 5-(1-benzylindol-3yl)-2,4-pentadienoate), C(C)OCC (diethyl ether), [H-].[H-].[H-].[H-].[Li+].[Al+3] (LAH). Run in O1CCCC1 (tetrahydrofuran). Conditions: time 26 hour. Yields the product C(C1=CC=CC=C1)N1C=C(C2=CC=CC=C12)C=CC=CC=O (5-(1-Benzylindol-3-yl)2,4-Pentadien-1-al). The yield is 77.3%. RXN SMILES: [CH2:1]([N:8]1[C:16]2[C:11](=[CH:12][CH:13]=[CH:14][CH:15]=2)[C:10]([CH:17]=[CH:18][CH:19]=[CH:20][C:21](OCC)=[O:22])=[CH:9]1)[C:2]1[CH:7]=[CH:6][CH:5]=[CH:4][CH:3]=1.C(OCC)C.[H-].[H-].[H-].[H-].[Li+].[Al+3]>O1CCCC1>[CH2:1]([N:8]1[C:16]2[C:11](=[CH:12][CH:13]=[CH:14][CH:15]=2)[C:10]([CH:17]=[CH:18][CH:19]=[CH:20][CH:21]=[O:22])=[CH:9]1)[C:2]1[CH:3]=[CH:4][CH:5]=[CH:6][CH:7]=1 |f:2.3.4.5.6.7|. Procedure details: To a solution of ethyl 5-(1-benzylindol-3yl)-2,4-pentadienoate (1.5 g, 4.5 mmol) in 100 ml of diethyl of diethyl ether and 20 ml of tetrahydrofuran, stirred at 0° C. (ice bath), was added in portions 0.34 g (9 mmol) of LAH; the resulting mixture was stirred at room temperature for 26 hours, and worked up in manner similar to Example 13 to afford, after purifications by dry column chromatography (2:1, hexane:ethyl acetate), 1.2 g of the intermediate 2,4-pentadienol. This substance was dissolved i... Reactants: CCOC(=O)c1ccc(S(=O)(=O)c2ccc3c(c2)C(C)(C)CCC3(C)C)cc1, CO, [Li+], C1CCOC1, [OH-]. Yields the product CC1(C)CCC(C)(C)c2cc(S(=O)(=O)c3ccc(C(=O)O)cc3)ccc21. RXN SMILES: [CH3:1][C:2]1([CH3:28])[c:3]2[cH:4][cH:5][c:6]([S:14](=[O:15])(=[O:16])[c:17]3[cH:18][cH:19][c:20]([C:21](=[O:22])[O:23][CH2:24][CH3:25])[cH:26][cH:27]3)[cH:7][c:8]2[C:9]([CH3:12])([CH3:13])[CH2:10][CH2:11]1.[CH3:31][OH:32].[Li+:30].[O:33]1[CH2:34][CH2:35][CH2:36][CH2:37]1.[OH-:29]>>[CH3:1][C:2]1([CH3:28])[c:3]2[cH:4][cH:5][c:6]([S:14](=[O:15])(=[O:16])[c:17]3[cH:18][cH:19][c:20]([C:21](=[O:22])[OH:23])[cH:26][cH:27]3)[cH:7][c:8]2[C:9]([CH3:12])([CH3:13])[CH2:10][CH2:11]1. Reactants: C(=O)C1=CC=C(CNC(OC(C)(C)C)=O)C=C1 (tert-butyl N-(4 formylbenzyl)carbamate), NC1=NC=C(C(=C1[N+](=O)[O-])N1CCN(CC1)CC(=O)NC=1SC=CN1)Br (2-[4-(2-amino-5-bromo-3-nitro-pyridin-4-yl)-piperazin-1-yl]-N-thiazol-2-yl-acetamide), [O-]S(=O)S(=O)[O-].[Na+].[Na+] (Na2S2O4). Solvent: C(C)O (ethanol). Conditions: temperature 80 celsius, time 16 hour. The product is C(C)(C)(C)OC(NCC1=CC=C(C=C1)C1=NC=2C(=NC=C(C2N2CCN(CC2)CC(NC=2SC=CN2)=O)Br)N1)=O ((4-{6-Bromo-7-[4-(thiazol-2-ylcarbamoylmethyl)-piperazin-1-yl]-3H-imidazo[4,5-b]pyridin-2-yl}-benzyl)-carbamic acid tert-butyl ester). Yield: 35.5%. As a reaction SMILES: [NH2:1][C:2]1[C:7]([N+:8]([O-])=O)=[C:6]([N:11]2[CH2:16][CH2:15][N:14]([CH2:17][C:18]([NH:20][C:21]3[S:22][CH:23]=[CH:24][N:25]=3)=[O:19])[CH2:13][CH2:12]2)[C:5]([Br:26])=[CH:4][N:3]=1.[CH:27]([C:29]1[CH:43]=[CH:42][C:32]([CH2:33][NH:34][C:35](=[O:41])[O:36][C:37]([CH3:40])([CH3:39])[CH3:38])=[CH:31][CH:30]=1)=O.[O-]S(S([O-])=O)=O.[Na+].[Na+]>C(O)C>[C:37]([O:36][C:35](=[O:41])[NH:34][CH2:33][C:32]1[CH:31]=[CH:30][C:29]([C:27]2[NH:1][C:2]3=[N:3][CH:4]=[C:5]([Br:26])[C:6]([N:11]4[CH2:16][CH2:15][N:14]([CH2:17][C:18](=[O:19])[NH:20][C:21]5[S:22][CH:23]=[CH:24][N:25]=5)[CH2:13][CH2:12]4)=[C:7]3[N:8]=2)=[CH:43][CH:42]=1)([CH3:40])([CH3:39])[CH3:38] |f:2.3.4|. Procedure details: To a mixture of 2-[4-(2-amino-5-bromo-3-nitro-pyridin-4-yl)-piperazin-1-yl]-N-thiazol-2-yl-acetamide (0.1 g, 0.22 mmol) and ethanol (5 ml) was added tert-butyl N-(4 formylbenzyl)carbamate (69 mg, 0.29 mmol) and a freshly prepared aqueous solution of Na2S2O4 (1M; 900 μL, 0.9 mmol). The reaction mixture was stirred at 80° C. for 16 h then concentrated in vacuo. The crude product was purified by chromatography on silica gel (dichloromethane/ethyl acetate 7:3+0.5% methanol to 2% methanol in ethyl ac...